Dataset: the Open Reaction Database (ORD), a public repository of structured organic reaction records. Task: describe an organic reaction: reactants, conditions, products, and yield Starting materials: CCOC=C(C(=O)OCC)C(=O)OCC, CC(C)OC(C)C, CC1CN(c2nnc(N)s2)CCO1. Product: CCOC(=O)C(=CNc1nnc(N2CCOC(C)C2)s1)C(=O)OCC. RXN SMILES: [CH2:14]([O:15][CH:17]=[C:18]([C:19](=[O:20])[O:21][CH2:22][CH3:23])[C:24](=[O:25])[O:26][CH2:27][CH3:28])[CH3:16].[CH:29]([O:30][CH:31]([CH3:32])[CH3:33])([CH3:34])[CH3:35].[NH2:1][c:2]1[s:3][c:4]([N:7]2[CH2:8][CH:9]([CH3:13])[O:10][CH2:11][CH2:12]2)[n:5][n:6]1>>[NH:1]([c:2]1[s:3][c:4]([N:7]2[CH2:8][CH:9]([CH3:13])[O:10][CH2:11][CH2:12]2)[n:5][n:6]1)[CH:17]=[C:18]([C:19](=[O:20])[O:21][CH2:22][CH3:23])[C:24](=[O:25])[O:26][CH2:27][CH3:28]. The reactants are O (water), C1(CC1)CBr (Cyclopropylmethyl bromide), ClC=1C=CC(NN1)=O (6-chloro-2H-pyridazin-3-one), C(=O)([O-])[O-].[K+].[K+] (K2CO3). The solvent is CN(C=O)C (N,N-dimethylformamide). Run at temperature 60 celsius, time 8 hour. Yields the product ClC=1C=CC(N(N1)CC1CC1)=O (6-Chloro-2-cyclopropylmethyl-2H-pyridazin-3-one). Reaction SMILES: [CH:1]1([CH2:4]Br)[CH2:3][CH2:2]1.[Cl:6][C:7]1[CH:8]=[CH:9][C:10](=[O:13])[NH:11][N:12]=1.C([O-])([O-])=O.[K+].[K+].O>CN(C)C=O>[Cl:6][C:7]1[CH:8]=[CH:9][C:10](=[O:13])[N:11]([CH2:4][CH:1]2[CH2:3][CH2:2]2)[N:12]=1 |f:2.3.4|. Procedure details: Cyclopropylmethyl bromide (0.82 mL) was added to a mixture of 6-chloro-2H-pyridazin-3-one (1.0 g) and K2CO3 (2.10 g) in N,N-dimethylformamide (10 mL). The resulting mixture was stirred at 60° C. overnight. Then, water was added and the mixture was extracted with ethyl acetate. The combined organic extracts were washed with water and brine and dried (MgSO4). After removal of the solvent, the residue was purified by chromatography on silica gel (CH2Cl2/MeOH/NH4OH 99:1:0.1) to afford the title comp... The solvent is O (water), O (water), O (water). Isolated yield 63.2%. Product: SC1=[N+](C2=CC=CC=C2C=C1)[O-] (2-Mercapto-Quinoline-N-Oxide). Reaction SMILES: Cl[C:2]1[CH:11]=[CH:10][C:9]2[C:4](=[CH:5][CH:6]=[CH:7][CH:8]=2)[N+:3]=1[O-:12].[SH-:13].[Na+].[S-2].[Na+].[Na+].Cl.S>O>[SH:13][C:2]1[CH:11]=[CH:10][C:9]2[C:4](=[CH:5][CH:6]=[CH:7][CH:8]=2)[N+:3]=1[O-:12] |f:1.2,3.4.5|. Run at temperature 45 celsius. Starting materials: [SH-].[Na+] (sodium hydrosulfide), [S-2].[Na+].[Na+] (sodium sulfide), Cl (hydrochloric acid), S (Hydrogen sulfide), ClC1=[N+](C2=CC=CC=C2C=C1)[O-] (2-chloro-quinoline-N-oxide). Procedure: 30.5 g of 2-chloro-quinoline-N-oxide and 850 ml of water were added to a 2-liter flask equipped with a stirrer, condenser, thermometer and dropping funnel. The mixture was heated with stirring to 45°C. 5.8 g of sodium hydrosulfide (50% assay) and 41.7 g of sodium sulfide (32.5% assay) in 155 ml of water were added to the dropping funnel and added dropwise over 2 hours, to the contents of the flask while heating at 65°C for 45 minutes. The reaction mixture which was completely in solution was coo... Starting materials: ClC=1C=C(C=NC1Cl)O (5,6-dichloro-3-pyridinol), OO (hydrogen peroxide). Solvent: C(C)(=O)O (acetic acid). The product is ClC=1C=C(C=[N+](C1Cl)[O-])O (5,6-dichloro-3-pyridinol-1-oxide). Reaction SMILES: [Cl:1][C:2]1[CH:3]=[C:4]([OH:9])[CH:5]=[N:6][C:7]=1[Cl:8].[OH:10]O>C(O)(=O)C>[Cl:1][C:2]1[CH:3]=[C:4]([OH:9])[CH:5]=[N+:6]([O-:10])[C:7]=1[Cl:8]. Reported procedure: 3.28 g (20 mmol) of 5,6-dichloro-3-pyridinol in 15 ml of glacial acetic acid were N-oxidized at 100° C. using 2.14 g (21 mmol) of 35% hydrogen peroxide. When the reaction was complete, the mixture was neutralized, extracted with ethyl acetate and washed until neutral, and the solvent was removed by evaporation. The reactants are N (NH3), ClC1=NC=CC(=N1)C1=C(N=C2N1C=CC=C2)C=2C=CC(=C(C(=O)NC1=C(C=CC=C1F)F)C2)OCC (5-[3-(2-chloro-4-pyrimidinyl)imidazo[1,2-a]pyridin-2-yl]-N-(2,6-difluorophenyl)-2-(ethyloxy)benzamide), C(C)C=1C(=CC(=C(C1)N)OCC)N1CCN(CC1)CCS(=O)(=O)C ((5-ethyl-2-(ethyloxy)-4-{4-[2-(methylsulfonyl)ethyl]-1-piperazinyl}phenyl)amine), C1(=CC=C(C=C1)S(=O)(=O)O)C (p-toluene sulfonic acid). Solvent: CO (MeOH), C(C(F)(F)F)O (trifluoroethanol). Reaction conditions: temperature 85 celsius. The product is FC1=C(C(=CC=C1)F)NC(C1=C(C=CC(=C1)C=1N=C2N(C=CC=C2)C1C1=NC(=NC=C1)NC1=C(C=C(C(=C1)CC)N1CCN(CC1)CCS(=O)(=O)C)OCC)OCC)=O (N-(2,6-difluorophenyl)-5-(3-{2-[(5-ethyl-2-(ethyloxy)-4-{4-[2-(methylsulfonyl)ethyl]-1-piperazinyl}phenyl)amino]-4-pyrimidinyl}imidazo[1,2-a]pyridin-2-yl)-2-(ethyloxy)benzamide). The yield is 31.0%. Reaction SMILES: Cl[C:2]1[N:7]=[C:6]([C:8]2[N:12]3[CH:13]=[CH:14][CH:15]=[CH:16][C:11]3=[N:10][C:9]=2[C:17]2[CH:18]=[CH:19][C:20]([O:34][CH2:35][CH3:36])=[C:21]([CH:33]=2)[C:22]([NH:24][C:25]2[C:30]([F:31])=[CH:29][CH:28]=[CH:27][C:26]=2[F:32])=[O:23])[CH:5]=[CH:4][N:3]=1.[CH2:37]([C:39]1[C:40]([N:49]2[CH2:54][CH2:53][N:52]([CH2:55][CH2:56][S:57]([CH3:60])(=[O:59])=[O:58])[CH2:51][CH2:50]2)=[CH:41][C:42]([O:46][CH2:47][CH3:48])=[C:43]([NH2:45])[CH:44]=1)[CH3:38].C1(C)C=CC(S(O)(=O)=O)=CC=1.N>C(O)C(F)(F)F.CO>[F:32][C:26]1[CH:27]=[CH:28][CH:29]=[C:30]([F:31])[C:25]=1[NH:24][C:22](=[O:23])[C:21]1[CH:33]=[C:17]([C:9]2[N:10]=[C:11]3[CH:16]=[CH:15][CH:14]=[CH:13][N:12]3[C:8]=2[C:6]2[CH:5]=[CH:4][N:3]=[C:2]([NH:45][C:43]3[CH:44]=[C:39]([CH2:37][CH3:38])[C:40]([N:49]4[CH2:54][CH2:53][N:52]([CH2:55][CH2:56][S:57]([CH3:60])(=[O:59])=[O:58])[CH2:51][CH2:50]4)=[CH:41][C:42]=3[O:46][CH2:47][CH3:48])[N:7]=2)[CH:18]=[CH:19][C:20]=1[O:34][CH2:35][CH3:36]. Procedure: To 5-[3-(2-chloro-4-pyrimidinyl)imidazo[1,2-a]pyridin-2-yl]-N-(2,6-difluorophenyl)-2-(ethyloxy)benzamide (Intermediate Example 6) (0.43 g, 0.84 mmol) and (5-ethyl-2-(ethyloxy)-4-{4-[2-(methylsulfonyl)ethyl]-1-piperazinyl}phenyl)amine (0.30 g, 0.84 mmol) in trifluoroethanol (5 mL) was added p-toluene sulfonic acid (0.32 g, 1.7 mmol), and the vial was sealed and heated to 85° C. overnight. The reaction was then cooled to rt and excess NH3 in MeOH (10% in DCM) was added. The solution was transferre... Reactants: CN1CC(CCC1=O)N, C1=CC(=C(N=C1)Br)Cl. Reagents/catalysts: CC(C)(C)[O-].[Na+], C1=CC=C(C=C1)P(C2=CC=CC=C2)C3=C(C4=CC=CC=C4C=C3)C5=C(C=CC6=CC=CC=C65)P(C7=CC=CC=C7)C8=CC=CC=C8, C1=CC=C(C=C1)/C=C/C(=O)/C=C/C2=CC=CC=C2.C1=CC=C(C=C1)/C=C/C(=O)/C=C/C2=CC=CC=C2.C1=CC=C(C=C1)/C=C/C(=O)/C=C/C2=CC=CC=C2.[Pd].[Pd]. Run in CC1=CC=CC=C1. Reaction conditions: temperature 115 celsius. Product: CN1CC(CCC1=O)NC2=C(C=CC=N2)Cl. Isolated yield 0.0%. Procedure details: In a 10 ml MW vial, Pd2((dba)3 (10.85 mg, 0.01 mmol), 2,2'-bis(diphenylphosphanyl)-1,1'-binaphthalene (BINAP) (14.56 mg, 0.02 mmol), sodium 2-methylpropan-2-olate (261 mg, 2.71 mmol), 5-amino-1-methylpiperidin-2-one (200 mg, 1.56 mmol) and 2-bromo-3-chloropyridine (300 mg, 1.56 mmol) mixed in toluene (3 mL) to give a brown suspension. The mixture was degassed with N2 bubbling for 5 min, then the vial was capped and the reaction stirred at 115°C in an oil-bath for 1h then to rt for 2h.  LC-MS 1h:... The reactants are C1(CCCCC1)C=1C(=NC=C(C(=O)O)C1)OCC(F)(F)F (5-cyclohexyl-6-(2,2,2-trifluoro-ethoxy)-nicotinic acid), COC1=NOC(=C1)CN (3-methoxy-5-isoxazolemethanamine), solid. Yields the product C1(CCCCC1)C=1C(=NC=C(C(=O)NCC2=CC(=NO2)OC)C1)OCC(F)(F)F (5-cyclohexyl-N-(3-methoxy-isoxazol-5-ylmethyl)-6-(2,2,2-trifluoro-ethoxy)-nicotinamide). As a reaction SMILES: [CH:1]1([C:7]2[C:8]([O:16][CH2:17][C:18]([F:21])([F:20])[F:19])=[N:9][CH:10]=[C:11]([CH:15]=2)[C:12]([OH:14])=O)[CH2:6][CH2:5][CH2:4][CH2:3][CH2:2]1.[CH3:22][O:23][C:24]1[CH:28]=[C:27]([CH2:29][NH2:30])[O:26][N:25]=1>>[CH:1]1([C:7]2[C:8]([O:16][CH2:17][C:18]([F:21])([F:20])[F:19])=[N:9][CH:10]=[C:11]([CH:15]=2)[C:12]([NH:30][CH2:29][C:27]2[O:26][N:25]=[C:24]([O:23][CH3:22])[CH:28]=2)=[O:14])[CH2:2][CH2:3][CH2:4][CH2:5][CH2:6]1. Procedure: This compound was prepared following the same procedure as described in Example 11 using 5-cyclohexyl-6-(2,2,2-trifluoro-ethoxy)-nicotinic acid (Example 4b) (120 mg, 0.4 mmol) and 3-methoxy-5-isoxazolemethanamine (CAN 2763-94-2) (60.16 mg, 0.47 mmol) as starting materials; off white solid (32 mg, 19.6%). MS (ESI): 414 (M+H)+. Starting materials: crude product, 1b, CC=1C=CC(=CC1)S(=O)(=O)O (p-TsOH), C(CC)=O (propionaldehyde), FC1(C(C=CC=C1)F)[Li] (1,2-difluorophenyllithium), S(O)(O)(=O)=O (sulfuric acid). Run in C1(=CC=CC=C1)C (toluene), CO (carbinol), O (water), C1CCOC1 (THF), C1CCOC1 (THF). Conditions: temperature 0 celsius. The product is C(=CC)C=1C(=C(C=CC1)F)F (3-propenyl-1,2-difluorobenzene). Reaction SMILES: [CH:1](=O)[CH2:2][CH3:3].[F:5][C:6]1([Li])[CH:11]=[CH:10][CH:9]=[CH:8][CH:7]1[F:12].CC1C=CC(S(O)(=O)=O)=CC=1.S(=O)(=O)(O)O>C1COCC1.C1(C)C=CC=CC=1.O.CO>[CH:1]([C:8]1[C:7]([F:12])=[C:6]([F:5])[CH:11]=[CH:10][CH:9]=1)=[CH:2][CH3:3]. Procedure: A solution of 0.13 mol of propionaldehyde in 30 ml of THF is added dropwise to the solution of 1,2-difluorophenyllithium in THF prepared according to 1b). The mixture is subsequently warmed to 0° C. and worked up as customary. The resulting crude product of the carbinol is dissolved in 80 ml of toluene and heated to boiling for 1 hour in a water separator with 1 g of p-TsOH. 0.2 ml of concentrated sulfuric acid are then added and the mixture is again heated for 1 hour, as above. It is then worke...